This data is from the Open Reaction Database (ORD), a public repository of structured organic reaction records. The task is: describe an organic reaction: reactants, conditions, products, and yield Reactants: NCC=1C=C(C=CC1)C1=NN=C(O1)C=1C(=NC=C(N1)C1=CC=C(C=C1)S(=O)(=O)C(C)C)N (3-[5-[3-(aminomethyl)phenyl]-1,3,4-oxadiazol-2-yl]-5-(4-isopropylsulfonylphenyl)pyrazin-2-amine), CI (MeI), C([O-])([O-])=O.[K+].[K+] (potassium carbonate), CN(C)C=O (DMF). Run in C(C)(=O)OCC (ethyl acetate). Reaction conditions: time 30 minute. The product is CN(C)CC=1C=C(C=CC1)C1=NN=C(O1)C=1C(=NC=C(N1)C1=CC=C(C=C1)S(=O)(=O)C(C)C)N (3-[5-[3-(dimethylaminomethyl)phenyl]-1,3,4-oxadiazol-2-yl]-5-(4-isopropylsulfonylphenyl)pyrazin-2-amine). Yield: 24.0%. RXN SMILES: NC[C:3]1[CH:4]=[C:5]([C:9]2[O:13][C:12]([C:14]3[C:15]([NH2:32])=[N:16][CH:17]=[C:18]([C:20]4[CH:25]=[CH:24][C:23]([S:26]([CH:29]([CH3:31])[CH3:30])(=[O:28])=[O:27])=[CH:22][CH:21]=4)[N:19]=3)=[N:11][N:10]=2)[CH:6]=[CH:7][CH:8]=1.CI.C(=O)([O-])[O-].[K+].[K+].[CH3:41][N:42]([CH:44]=O)[CH3:43]>C(OCC)(=O)C>[CH3:43][N:42]([CH2:44][C:3]1[CH:4]=[C:5]([C:9]2[O:13][C:12]([C:14]3[C:15]([NH2:32])=[N:16][CH:17]=[C:18]([C:20]4[CH:25]=[CH:24][C:23]([S:26]([CH:29]([CH3:30])[CH3:31])(=[O:27])=[O:28])=[CH:22][CH:21]=4)[N:19]=3)=[N:11][N:10]=2)[CH:6]=[CH:7][CH:8]=1)[CH3:41] |f:2.3.4|. Reported procedure: 3-[5-[3-(aminomethyl)phenyl]-1,3,4-oxadiazol-2-yl]-5-(4-isopropylsulfonylphenyl)pyrazin-2-amine (12 mg, 0.02108 mmol) was added to a solution of MeI (8.976 mg, 3.937 μL, 0.06324 mmol) and potassium carbonate (8.740 mg, 0.06324 mmol) in DMF (2 mL). The resulting mixture was stirred at room temperature for 30 min. The reaction mixture was diluted with ethyl acetate (3 mL) and washed successively with water (1×5 mL) and brine (1×5 mL). The organic extracts were dried over MgSO4 and concentrated in ... Starting materials: OC1(CCCC1)C(C=1N=NNC1)C1=CC=C(C#N)C=C1 (4-[1-hydroxycyclopent-1-yl-1-(1,2,3-triazolyl)methyl]benzonitrile), S(=O)(Cl)Cl (thionyl chloride). Isolated yield 31.7%. RXN SMILES: O[C:2]1([CH:7]([C:13]2[CH:20]=[CH:19][C:16]([C:17]#[N:18])=[CH:15][CH:14]=2)[C:8]2[N:9]=[N:10][NH:11][CH:12]=2)[CH2:6][CH2:5][CH2:4][CH2:3]1.S(Cl)(Cl)=O>ClCCl>[C:2]1(=[C:7]([C:13]2[CH:20]=[CH:19][C:16]([C:17]#[N:18])=[CH:15][CH:14]=2)[C:8]2[N:9]=[N:10][NH:11][CH:12]=2)[CH2:3][CH2:4][CH2:5][CH2:6]1. Run at time 2 hour. Yields the product C1(CCCC1)=C(C=1N=NNC1)C1=CC=C(C#N)C=C1 (4-[1-cyclopentylidene-1-(1,2,3-triazolyl)methyl]benzonitrile). The solvent is ClCCl (dichloromethane). Procedure: 7.1 g of crude 4-[1-hydroxycyclopent-1-yl-1-(1,2,3-triazolyl)methyl]benzonitrile is dissolved at 0° in 50 ml of dichloromethane and stirred with 24 ml of thionyl chloride for 1 hour at 0°. Then the mixture is concentrated to dryness under vacuum, dissolved in 50 ml of dichloromethane, stirred with 32 ml of triethylamine for 2 hours, diluted with water, extracted three times with ethyl acetate, washed with water, dried over sodium sulfate, concentrated to dryness under vacuum, and chromatographed...